This data is from the Open Reaction Database (ORD), a public repository of structured organic reaction records. The task is: describe an organic reaction: reactants, conditions, products, and yield Starting materials: CC1(C(OCC1)=O)S(=O)(=O)C1CCOCC1 (3-methyl-3-(tetrahydro-pyran-4-sulfonyl)-dihydro-furan-2-one), C(C)(C)(C)C1=NOC(=C1)N (3-tert-butyl-isoxazol-5-ylamine), C[Al](C)C (trimethylaluminum), solution. Solvent: C(Cl)Cl (methylene chloride), C1(=CC=CC=C1)C (toluene). Run at temperature 45 celsius, time 15 minute. Product: C(C)(C)(C)C1=NOC(=C1)NC(C(CCO)(S(=O)(=O)C1CCOCC1)C)=O (N-(3-tert-Butyl-isoxazol-5-yl)-4-hydroxy-2-methyl-2-(tetrahydro-pyran-4-sulfonyl)-butyramide). The yield is 69.3%. As a reaction SMILES: [C:1]([C:5]1[CH:9]=[C:8]([NH2:10])[O:7][N:6]=1)([CH3:4])([CH3:3])[CH3:2].C[Al](C)C.[CH3:15][C:16]1([S:22]([CH:25]2[CH2:30][CH2:29][O:28][CH2:27][CH2:26]2)(=[O:24])=[O:23])[CH2:20][CH2:19][O:18][C:17]1=[O:21]>C(Cl)Cl.C1(C)C=CC=CC=1>[C:1]([C:5]1[CH:9]=[C:8]([NH:10][C:17](=[O:21])[C:16]([CH3:15])([S:22]([CH:25]2[CH2:26][CH2:27][O:28][CH2:29][CH2:30]2)(=[O:24])=[O:23])[CH2:20][CH2:19][OH:18])[O:7][N:6]=1)([CH3:4])([CH3:3])[CH3:2]. Reported procedure: To a solution of 3-tert-butyl-isoxazol-5-ylamine (0.421 g; 3.00 mmol) in methylene chloride (10 mL) was added dropwise the trimethylaluminum (1.50 mL of a 2.0 M solution in toluene; 3.0 mmol). The mixture was stirred 15 minutes and 3-methyl-3-(tetrahydro-pyran-4-sulfonyl)-dihydro-furan-2-one (0.596 g; 2.40 mmol) was added. The mixture was heated to 45° C. overnight, cooled to room temperature, carefully quenched with 0.5 mL methanol, applied to a plug of silica gel and eluted with ethyl acetate.... Reactants: C(C)(=O)C1(CCN(CC1)C#N)C1=C(C=CC=C1)SC1=CC=CC=C1 (4-acetyl-1-cyano-4-(2-phenylthiophenyl)piperidine), Cl (hydrochloric acid). The product is Cl.C(C)(=O)C1(CCNCC1)C1=C(C=CC=C1)SC1=CC=CC=C1 (4-acetyl-4-(2-phenylthiophenyl)piperidine hydrochloride). As a reaction SMILES: [C:1]([C:4]1([C:12]2[CH:17]=[CH:16][CH:15]=[CH:14][C:13]=2[S:18][C:19]2[CH:24]=[CH:23][CH:22]=[CH:21][CH:20]=2)[CH2:9][CH2:8][N:7](C#N)[CH2:6][CH2:5]1)(=[O:3])[CH3:2].[ClH:25]>>[ClH:25].[C:1]([C:4]1([C:12]2[CH:17]=[CH:16][CH:15]=[CH:14][C:13]=2[S:18][C:19]2[CH:24]=[CH:23][CH:22]=[CH:21][CH:20]=2)[CH2:9][CH2:8][NH:7][CH2:6][CH2:5]1)(=[O:3])[CH3:2] |f:2.3|. Procedure: A solution of 4.8 g of 4-acetyl-1-cyano-4-(2-phenylthiophenyl)piperidine, Example 8, in 50 ml of 2 N hydrochloric acid is refluxed for 16 hours, effecting a white precipitate. The precipitate is collected by filtration and then washed twice with 50 ml portions of water and dried, providing 4-acetyl-4-(2-phenylthiophenyl)piperidine hydrochloride. Run at time 8 hour. Run in C(C)O (ethanol). Reaction SMILES: [Cl:1][C:2]1[C:3]([CH3:14])=[C:4]([C:8]2[CH2:13][CH2:12][CH2:11][CH2:10][CH:9]=2)[CH:5]=[CH:6][CH:7]=1.[H][H]>C(O)C.[Pd].C>[CH:8]1([C:4]2[C:3]([CH3:14])=[C:2]([Cl:1])[CH:7]=[CH:6][CH:5]=2)[CH2:9][CH2:10][CH2:11][CH2:12][CH2:13]1 |f:3.4|. Isolated yield 49.8%. The reactants are ClC=1C(=C(C=CC1)C1=CCCCC1)C (1-(3'-chloro-2'-methylphenyl)-cyclohexene), [H][H] (hydrogen). The reagents and catalysts are [Pd].C (Pd charcoal). The product is C1(CCCCC1)C=1C(=C(C=CC1)Cl)C (3-cyclohexyl-2-methylchlorobenzene). Procedure: 103 g of 1-(3'-chloro-2'-methylphenyl)-cyclohexene is dissolved in 1,200 ml of ethanol; 5 g of Pd/charcoal is then added. Hydrogenation is then carried out for 8 hours at room temperature and a hydrogen pressure of 80 bar. The catalyst is filtered off and the remaining solution is evaporated down. Fractional distillation gives 51.8 g of 3-cyclohexyl-2-methylchlorobenzene.